describe an organic reaction: reactants, conditions, products, and yield From a dataset of the Open Reaction Database (ORD), a public repository of structured organic reaction records. Reactants: IC1=CC=NN1C (5-iodo-1-methyl-1H-pyrazole), FC1=CC=C(C=C1)N1N=CC(=C1)B(O)O ([1-(4-fluorophenyl)-1H-pyrazol-4-yl]boronic acid), tetrakistriphenylphosphine palladium, C([O-])([O-])=O.[Na+].[Na+] (sodium carbonate), C(C)O (ethanol). The solvent is C1(=CC=CC=C1)C (toluene), O (water). Run at temperature 100 celsius, time 4 hour. Yields the product FC1=CC=C(C=C1)N1N=CC(=C1)C=1N(N=CC1)C (1′-(4-Fluorophenyl)-2-methyl-1′H,2H-3,4′-bipyrazole). The yield is 64.4%. As a reaction SMILES: I[C:2]1[N:6]([CH3:7])[N:5]=[CH:4][CH:3]=1.[F:8][C:9]1[CH:14]=[CH:13][C:12]([N:15]2[CH:19]=[C:18](B(O)O)[CH:17]=[N:16]2)=[CH:11][CH:10]=1.C(=O)([O-])[O-].[Na+].[Na+].C(O)C>O.C1(C)C=CC=CC=1>[F:8][C:9]1[CH:14]=[CH:13][C:12]([N:15]2[CH:19]=[C:18]([C:2]3[N:6]([CH3:7])[N:5]=[CH:4][CH:3]=3)[CH:17]=[N:16]2)=[CH:11][CH:10]=1 |f:2.3.4|. Procedure: Under a nitrogen atmosphere, a mixture of 5-iodo-1-methyl-1H-pyrazole (600 mg), [1-(4-fluorophenyl)-1H-pyrazol-4-yl]boronic acid (650 mg), tetrakistriphenylphosphine palladium (166 mg), 2 M sodium carbonate aqueous solution (2.9 mL), ethanol (3.0 mL) and toluene (6.0 mL) was stirred at 100° C. for 4 hours. Thereafter, water was added to the reaction solution, and the obtained mixture was then extracted with ethyl acetate. The organic layer was concentrated under a reduced pressure, and the resid... The reactants are ClC1=C(C=CC=C1)C(CC(C(F)(F)F)=O)=O (1-(2-chloro-phenyl)-4,4,4-trifluoro-butane-1,3-dione), ClCC(=O)C1=CC=CC=C1 (2-chloro-acetophenone), NC1=NNC=C1C#N (3-amino-4-cyano-pyrazole). Yields the product ClC1=C(C=CC=C1)C1=NC=2N(C(=C1)C(F)(F)F)N=CC2C#N (5-(2-Chloro-phenyl)-7-trifluoromethyl-pyrazolo[1,5-a]pyrimidine-3-carbonitrile). Yield: 22.6%. RXN SMILES: [Cl:1][C:2]1[CH:7]=[CH:6][CH:5]=[CH:4][C:3]=1[C:8](=O)[CH2:9][C:10](=O)[C:11]([F:14])([F:13])[F:12].ClCC(C1C=CC=CC=1)=O.[NH2:27][C:28]1[C:32]([C:33]#[N:34])=[CH:31][NH:30][N:29]=1>>[Cl:1][C:2]1[CH:7]=[CH:6][CH:5]=[CH:4][C:3]=1[C:8]1[CH:9]=[C:10]([C:11]([F:14])([F:13])[F:12])[N:29]2[N:30]=[CH:31][C:32]([C:33]#[N:34])=[C:28]2[N:27]=1. Procedure details: Reaction of 1-(2-chloro-phenyl)-4,4,4-trifluoro-butane-1,3-dione (251 mg, 1.0 mmol), prepared from commercially available 2-chloro-acetophenone according to general procedure A, and 3-amino-4-cyano-pyrazole (108 mg, 1.0 mmol) according to general procedure B yielded the title compound as an off-white solid (73 mg, 23%). MS (ISP) 323.1 [(M+H)+]; mp 169° C.